Dataset: the Open Reaction Database (ORD), a public repository of structured organic reaction records. Task: describe an organic reaction: reactants, conditions, products, and yield The reactants are BrC=1C=C2C(=C(C=NC2=CC1)C(=O)C1CC1)NC1=CC(=CC=C1)CN(C)C ((6-bromo-4-(3-((dimethylamino)methyl)phenylamino)quinoline-3-yl)(cyclopropyl)methanone), ClC1=C(C(=CC(=C1)B1OC(C(O1)(C)C)(C)C)F)O (2-chloro-6-fluoro-4-(4,4,5,5-tetramethyl-1,3,2-dioxaborolan-2-yl)phenol). Product: ClC=1C=C(C=C(C1O)F)C=1C=C2C(=C(C=NC2=CC1)C(=O)C1CC1)NC1=CC(=CC=C1)CN(C)C ((6-(3-chloro-5-fluoro-4-hydroxyphenyl)-4-(3-((dimethylamino)methyl)phenylamino)quinolin-3-yl)(cyclopropyl)methanone). Isolated yield 71.9%. Reaction SMILES: Br[C:2]1[CH:3]=[C:4]2[C:9](=[CH:10][CH:11]=1)[N:8]=[CH:7][C:6]([C:12]([CH:14]1[CH2:16][CH2:15]1)=[O:13])=[C:5]2[NH:17][C:18]1[CH:23]=[CH:22][CH:21]=[C:20]([CH2:24][N:25]([CH3:27])[CH3:26])[CH:19]=1.[Cl:28][C:29]1[CH:34]=[C:33](B2OC(C)(C)C(C)(C)O2)[CH:32]=[C:31]([F:44])[C:30]=1[OH:45]>>[Cl:28][C:29]1[CH:34]=[C:33]([C:2]2[CH:3]=[C:4]3[C:9](=[CH:10][CH:11]=2)[N:8]=[CH:7][C:6]([C:12]([CH:14]2[CH2:15][CH2:16]2)=[O:13])=[C:5]3[NH:17][C:18]2[CH:23]=[CH:22][CH:21]=[C:20]([CH2:24][N:25]([CH3:27])[CH3:26])[CH:19]=2)[CH:32]=[C:31]([F:44])[C:30]=1[OH:45]. Procedure: Following general procedure D, (6-bromo-4-(3-((dimethylamino)methyl)phenylamino)quinoline-3-yl)(cyclopropyl)methanone (100 mg, 0.23 mmol) was reacted with 2-chloro-6-fluoro-4-(4,4,5,5-tetramethyl-1,3,2-dioxaborolan-2-yl)phenol (93 mg, 0.34 mmol) to afford the desired product (81 mg, 72%) as a yellow-green solid. 1H NMR (300 MHz, MeOD+TFA-d) δ 9.44 (s, 1H), 8.25 (dd, J=8.9, 1.9 Hz, 1H), 8.09-7.95 (m, 2H), 7.79-7.54 (m, 4H), 7.19 (dd, J=11.5, 2.3 Hz, 1H), 7.06 (s, 1H), 4.38 (s, 2H), 2.91-2.82 (m, ... Starting materials: C#CCNCC1CCCCC1, C1CCOC1, O=C(Cl)c1c2ccccc2cc2ccccc12. Yields the product C#CCN(CC1CCCCC1)C(=O)c1c2ccccc2cc2ccccc12. Reaction SMILES: [CH2:18]([C:19]#[CH:20])[NH:21][CH2:22][CH:23]1[CH2:24][CH2:25][CH2:26][CH2:27][CH2:28]1.[O:29]1[CH2:30][CH2:31][CH2:32][CH2:33]1.[cH:1]1[cH:2][cH:3][cH:4][c:5]2[cH:6][c:7]3[cH:8][cH:9][cH:10][cH:11][c:12]3[c:13]([C:15](=[O:16])[Cl:17])[c:14]12>>[cH:1]1[cH:2][cH:3][cH:4][c:5]2[cH:6][c:7]3[cH:8][cH:9][cH:10][cH:11][c:12]3[c:13]([C:15](=[O:16])[N:21]([CH2:18][C:19]#[CH:20])[CH2:22][CH:23]3[CH2:24][CH2:25][CH2:26][CH2:27][CH2:28]3)[c:14]12. The reactants are ClC=1C=C(C=C(C1)F)N[C@@H](C(=O)N[C@H]1CN(CCC1)C(=O)OC(C)(C)C)C1CC1 ((R)-tert-butyl 3-((R)-2-(3-chloro-5-fluorophenylamino)-2-cyclopropylacetamido)piperidine-1-carboxylate), ClC1=CC(=NC=N1)NC (6-chloro-N-methylpyrimidin-4-amine), C18H22Cl2N6O, ClC=1C=C(C=C(C1)Cl)NCC(=O)N[C@H]1CN(CCC1)C(=O)OC(C)(C)C ((R)-tert-butyl 3-(2-(3,5-dichlorophenylamino)acetamido)piperidine-1-carboxylate), NC1=NC=NC(=C1C#N)Cl (4-amino-6-chloropyrimidine-5-carbonitrile). Yields the product ClC=1C=C(C=C(C1)Cl)NCC(=O)N[C@H]1CN(CCC1)C1=NC=NC(=C1)NC ((R)-2-(3,5-dichlorophenylamino)-N-(1-(6-(methylamino)pyrimidin-4-yl)piperidin-3-yl)acetamide). As a reaction SMILES: ClC1C=C(N[C@H](C2CC2)C(N[C@@H]2CCCN(C(OC(C)(C)C)=O)C2)=O)C=C(F)C=1.[Cl:30][C:31]1[CH:32]=[C:33]([NH:38][CH2:39][C:40]([NH:42][C@@H:43]2[CH2:48][CH2:47][CH2:46][N:45]([C:49](OC(C)(C)C)=O)[CH2:44]2)=[O:41])[CH:34]=[C:35]([Cl:37])[CH:36]=1.NC1C(C#N)=C(Cl)N=CN=1.ClC1[N:72]=[CH:71][N:70]=[C:69]([NH:73][CH3:74])[CH:68]=1>>[Cl:37][C:35]1[CH:34]=[C:33]([NH:38][CH2:39][C:40]([NH:42][C@@H:43]2[CH2:48][CH2:47][CH2:46][N:45]([C:49]3[CH:68]=[C:69]([NH:73][CH3:74])[N:70]=[CH:71][N:72]=3)[CH2:44]2)=[O:41])[CH:32]=[C:31]([Cl:30])[CH:36]=1. Reported procedure: The title compound of Example 144 was prepared in similar manner as described in Example 134 except the key intermediate (R)-tert-butyl 3-((R)-2-(3-chloro-5-fluorophenylamino)-2-cyclopropylacetamido)piperidine-1-carboxylate was replaced with (R)-tert-butyl 3-(2-(3,5-dichlorophenylamino)acetamido)piperidine-1-carboxylate and the 4-amino-6-chloropyrimidine-5-carbonitrile was substituted for 6-chloro-N-methylpyrimidin-4-amine. 1H NMR (300 MHz, CD3OD) δ 8.08 (s, 1H), 6.63 (s, 1H), 6.48 (d, J=1.51 Hz... Reactants: C(#C)C1(C(CCCC1(C)C)(C)C)O (1-ethynyl-2,2,6,6-tetramethylcyclohexanol), BrC=1C=C(C=CC1)CCCNC(C(F)(F)F)=O (N-(3-(3-bromophenyl)propyl)-2,2,2-trifluoroacetamide). The product is FC(C(=O)NCCCC1=CC(=CC=C1)C#CC1(C(CCCC1(C)C)(C)C)O)(F)F (2,2,2-trifluoro-N-(3-(3-((1-hydroxy-2,2,6,6-tetramethylcyclohexyl)ethynyl)phenyl)propyl)acetamide). RXN SMILES: [C:1]([C:3]1([OH:13])[C:8]([CH3:10])([CH3:9])[CH2:7][CH2:6][CH2:5][C:4]1([CH3:12])[CH3:11])#[CH:2].Br[C:15]1[CH:16]=[C:17]([CH2:21][CH2:22][CH2:23][NH:24][C:25](=[O:30])[C:26]([F:29])([F:28])[F:27])[CH:18]=[CH:19][CH:20]=1>>[F:27][C:26]([F:28])([F:29])[C:25]([NH:24][CH2:23][CH2:22][CH2:21][C:17]1[CH:18]=[CH:19][CH:20]=[C:15]([C:2]#[C:1][C:3]2([OH:13])[C:4]([CH3:12])([CH3:11])[CH2:5][CH2:6][CH2:7][C:8]2([CH3:9])[CH3:10])[CH:16]=1)=[O:30]. Procedure: Coupling of 1-ethynyl-2,2,6,6-tetramethylcyclohexanol with bromide 10 following the method used in Example 4 gave 2,2,2-trifluoro-N-(3-(3-((1-hydroxy-2,2,6,6-tetramethylcyclohexyl)ethynyl)phenyl)propyl)acetamide as a light brown foam. Yield (0.192 g, 84%): 1H NMR (400 MHz, DMSO-d6) δ 9.40 (br s, 1H), 7.27 (t, J=7.6 Hz, 1H), 7.18-7.23 (m, 3H), 4.92 (s, 1H), 3.18 (q, J=6.8 Hz, 2H), 2.57 (t, J=7.2 Hz, 2H), 1.76 (quint J=7.6 Hz, 2H), 1.22-1.50 (m, 6H), 1.14 (s, 6H), 1.04 (s, 6H). Reactants: CNCC(=O)N1CCOCC1, O=C(O)c1nc2c(s1)CCOc1cc(-c3cn[nH]c3)ccc1-2. Yields the product CN(CC(=O)N1CCOCC1)C(=O)c1nc2c(s1)CCOc1cc(-c3cn[nH]c3)ccc1-2. As a reaction SMILES: [CH3:23][NH:24][CH2:25][C:26](=[O:27])[N:28]1[CH2:29][CH2:30][O:31][CH2:32][CH2:33]1.[nH:1]1[n:2][cH:3][c:4](-[c:6]2[cH:7][c:8]3[c:9]([cH:21][cH:22]2)-[c:10]2[n:11][c:12]([C:18](=[O:19])[OH:20])[s:13][c:14]2[CH2:15][CH2:16][O:17]3)[cH:5]1>>[nH:1]1[n:2][cH:3][c:4](-[c:6]2[cH:7][c:8]3[c:9]([cH:21][cH:22]2)-[c:10]2[n:11][c:12]([C:18](=[O:20])[N:24]([CH3:23])[CH2:25][C:26](=[O:27])[N:28]4[CH2:29][CH2:30][O:31][CH2:32][CH2:33]4)[s:13][c:14]2[CH2:15][CH2:16][O:17]3)[cH:5]1. The reactants are CN(CCC(=O)OC(C)(C)C)CCC1c2ccccc2-c2ccccc21, ClCCl, [Na+], O=C([O-])O, O=C(O)C(F)(F)F. Product: CN(CCC(=O)O)CCC1c2ccccc2-c2ccccc21. Reaction SMILES: [C:1]([CH3:2])([CH3:3])([CH3:4])[O:5][C:6]([CH2:7][CH2:8][N:9]([CH3:10])[CH2:11][CH2:12][CH:13]1[c:14]2[cH:15][cH:16][cH:17][cH:18][c:19]2-[c:20]2[cH:21][cH:22][cH:23][cH:24][c:25]21)=[O:26].[Cl:39][CH2:40][Cl:41].[Na+:38].[O-:34][C:35]([OH:36])=[O:37].[OH:27][C:28]([C:29]([F:30])([F:31])[F:32])=[O:33]>>[O:5]=[C:6]([CH2:7][CH2:8][N:9]([CH3:10])[CH2:11][CH2:12][CH:13]1[c:14]2[cH:15][cH:16][cH:17][cH:18][c:19]2-[c:20]2[cH:21][cH:22][cH:23][cH:24][c:25]21)[OH:26].